This data is from the Open Reaction Database (ORD), a public repository of structured organic reaction records. The task is: describe an organic reaction: reactants, conditions, products, and yield Reactants: CC1=C(C(=CC(=C1)C)C)S(=O)(=O)Cl (2,4,6-trimethylphenylsulfonyl chloride), [Na+].[I-] (NaI), FCC(=O)OC(CF)=O (fluoroacetic anhydride). Run in CC(=O)C (acetone). Reaction conditions: time 1 hour. Yields the product CC1=C(C(=CC(=C1)C)C)SSC1=C(C=C(C=C1C)C)C (2,4,6-trimethylphenyldisulfide), compound. Yield: 66.1%. As a reaction SMILES: [CH3:1][C:2]1[CH:7]=[C:6]([CH3:8])[CH:5]=[C:4]([CH3:9])[C:3]=1[S:10](Cl)(=O)=O.[Na+].[I-].FCC(O[C:21](=O)[CH2:22]F)=O>CC(C)=O>[CH3:1][C:2]1[CH:7]=[C:6]([CH3:8])[CH:5]=[C:4]([CH3:9])[C:3]=1[S:10][S:10][C:3]1[C:2]([CH3:1])=[CH:7][C:6]([CH3:8])=[CH:5][C:21]=1[CH3:22] |f:1.2|. Procedure: 2,4,6-trimethylphenylsulfonyl chloride (500 mg, 2.3 mmol) was dissolved in acetone (60 mL), and then NaI (3.4 g, 23 mmol) and fluoroacetic anhydride (1.45 mL, 6.9 mmol) were added and the mixture was stirred at room temperature for one hour. The reaction solution was concentrated, water was added, extraction was performed with ether and the organic layer was further washed with aqueous sodium thiosulfate, water and saturated saline. After drying over magnesium sulfate and vacuum concentration, t... Starting materials: O=C([O-])[O-], ClCCl, COC(=O)Cc1ccc(Cl)c(OCCN2C(C)CNCC2C)c1, [K+], [K+], O=C=Nc1ccccc1. The product is COC(=O)Cc1ccc(Cl)c(OCCN2C(C)CN(C(=O)Nc3ccccc3)CC2C)c1. RXN SMILES: [C:33](=[O:34])([O-:35])[O-:36].[CH2:39]([Cl:40])[Cl:41].[CH3:1][O:2][C:3]([CH2:4][c:5]1[cH:6][c:7]([O:12][CH2:13][CH2:14][N:15]2[CH:16]([CH3:22])[CH2:17][NH:18][CH2:19][CH:20]2[CH3:21])[c:8]([Cl:11])[cH:9][cH:10]1)=[O:23].[K+:37].[K+:38].[c:24]1([N:30]=[C:31]=[O:32])[cH:25][cH:26][cH:27][cH:28][cH:29]1>>[CH3:1][O:2][C:3]([CH2:4][c:5]1[cH:6][c:7]([O:12][CH2:13][CH2:14][N:15]2[CH:16]([CH3:22])[CH2:17][N:18]([C:31]([NH:30][c:24]3[cH:25][cH:26][cH:27][cH:28][cH:29]3)=[O:32])[CH2:19][CH:20]2[CH3:21])[c:8]([Cl:11])[cH:9][cH:10]1)=[O:23]. Reactants: CCCOc1ccccc1-c1nc2nc(SC)ncc2c(=O)[nH]1, CCO, CC(O)CN. The product is CCCOc1ccccc1-c1nc2nc(NCC(C)O)ncc2c(=O)[nH]1. Reaction SMILES: [CH3:1][S:2][c:3]1[n:4][cH:5][c:6]2[c:7]([n:8]1)[n:9][c:10](-[c:14]1[c:15]([O:20][CH2:21][CH2:22][CH3:23])[cH:16][cH:17][cH:18][cH:19]1)[nH:11][c:12]2=[O:13].[CH3:29][CH2:30][OH:31].[NH2:24][CH2:25][CH:26]([CH3:27])[OH:28]>>[c:3]1([NH:24][CH2:25][CH:26]([CH3:27])[OH:28])[n:4][cH:5][c:6]2[c:7]([n:8]1)[n:9][c:10](-[c:14]1[c:15]([O:20][CH2:21][CH2:22][CH3:23])[cH:16][cH:17][cH:18][cH:19]1)[nH:11][c:12]2=[O:13]. Starting materials: CCOC(=O)CN1CCCOc2ccc(NC(=O)c3cc4cc(Cl)ccc4[nH]3)cc21, C1CCOC1, CO, [Na+], [OH-]. The product is O=C(O)CN1CCCOc2ccc(NC(=O)c3cc4cc(Cl)ccc4[nH]3)cc21. Reaction SMILES: [CH2:1]([CH3:2])[O:3][C:4]([CH2:5][N:6]1[CH2:7][CH2:8][CH2:9][O:10][c:11]2[c:12]1[cH:13][c:14]([NH:17][C:18](=[O:19])[c:20]1[nH:21][c:22]3[cH:23][cH:24][c:25]([Cl:29])[cH:26][c:27]3[cH:28]1)[cH:15][cH:16]2)=[O:30].[CH2:35]1[O:36][CH2:37][CH2:38][CH2:39]1.[CH3:33][OH:34].[Na+:32].[OH-:31]>>[O:3]=[C:4]([CH2:5][N:6]1[CH2:7][CH2:8][CH2:9][O:10][c:11]2[c:12]1[cH:13][c:14]([NH:17][C:18](=[O:19])[c:20]1[nH:21][c:22]3[cH:23][cH:24][c:25]([Cl:29])[cH:26][c:27]3[cH:28]1)[cH:15][cH:16]2)[OH:30]. Reactants: CC(=O)CCBr, O=C([O-])[O-], Cc1ccccc1, CCOC(C)=O, [K+], [K+], O, OCCO. Product: CC1(CCBr)OCCO1. As a reaction SMILES: [Br:1][CH2:2][CH2:3][C:4]([CH3:5])=[O:6].[C:18](=[O:19])([O-:20])[O-:21].[CH3:11][c:12]1[cH:13][cH:14][cH:15][cH:16][cH:17]1.[CH3:24][CH2:25][O:26][C:27](=[O:28])[CH3:29].[K+:22].[K+:23].[OH2:30].[OH:7][CH2:8][CH2:9][OH:10]>>[Br:1][CH2:2][CH2:3][C:4]1([CH3:5])[O:6][CH2:9][CH2:8][O:7]1. The reactants are C([O-])([O-])=O.[K+].[K+] (potassium carbonate), ClC1=CNC2=CC=CC(=C12)C1CN(CCC1)C(C(F)(F)F)=O (3-chloro-4-(1-trifluoroacetyl-piperidin-3-yl)-1H-indole), Cl (hydrochloric acid), [OH-].[Na+] (sodium hydroxide). The product is N1CC(CCC1)C1=C2CC(NC2=CC=C1)=O (1,3-dihydro-4-(piperidin-3-yl)-2H-indole-2-one). RXN SMILES: Cl[C:2]1[C:10]2[C:5](=[CH:6][CH:7]=[CH:8][C:9]=2[CH:11]2[CH2:16][CH2:15][CH2:14][N:13](C(=O)C(F)(F)F)[CH2:12]2)[NH:4][CH:3]=1.Cl.[OH-].[Na+].C(=O)([O-])[O-:27].[K+].[K+]>>[NH:13]1[CH2:14][CH2:15][CH2:16][CH:11]([C:9]2[CH:8]=[CH:7][CH:6]=[C:5]3[C:10]=2[CH2:2][C:3](=[O:27])[NH:4]3)[CH2:12]1 |f:2.3,4.5.6|. Reported procedure: A mixture of 11 g of the product of Step B and 600 ml of N hydrochloric acid was refluxed for 3 hours and was then cooled to 20°-25° C. Concentrated sodium hydroxide was added to the mixture to make it alkaline and the mixture was then saturated with potassium carbonate. The mixture was extracted with ethyl acetate and the organic phase was dried and evaporated to dryness. The 3.65 g of residue were chromatographed over silica gel and eluted with a 7-2-1 chloroform-methanol-triethylamine mixture... The reactants are ClCCCl, CCOC(C)=O, CO, ClCCl, CC(C)CC(N)C(=O)NC1CCCN(S(=O)(=O)c2ccccn2)CC1O, On1nnc2ccccc21, O=C(O)c1cc2ccccc2o1. Product: CC(C)CC(NC(=O)c1cc2ccccc2o1)C(=O)NC1CCCN(S(=O)(=O)c2ccccn2)CC1O. Reaction SMILES: [CH2:37]([Cl:38])[CH2:39][Cl:40].[CH3:56][CH2:57][O:58][C:59](=[O:60])[CH3:61].[CH3:62][OH:63].[Cl:53][CH2:54][Cl:55].[OH:1][CH:2]1[CH2:3][N:4]([S:18](=[O:19])(=[O:20])[c:21]2[n:22][cH:23][cH:24][cH:25][cH:26]2)[CH2:5][CH2:6][CH2:7][CH:8]1[NH:9][C:10]([CH:11]([CH2:12][CH:13]([CH3:14])[CH3:15])[NH2:16])=[O:17].[OH:27][n:28]1[c:29]2[c:30]([cH:31][cH:32][cH:33][cH:34]2)[n:35][n:36]1.[o:41]1[c:42]([C:50](=[O:51])[OH:52])[cH:43][c:44]2[c:45]1[cH:46][cH:47][cH:48][cH:49]2>>[OH:1][CH:2]1[CH2:3][N:4]([S:18](=[O:19])(=[O:20])[c:21]2[n:22][cH:23][cH:24][cH:25][cH:26]2)[CH2:5][CH2:6][CH2:7][CH:8]1[NH:9][C:10]([CH:11]([CH2:12][CH:13]([CH3:14])[CH3:15])[NH:16][C:50]([c:42]1[o:41][c:45]2[c:44]([cH:43]1)[cH:49][cH:48][cH:47][cH:46]2)=[O:51])=[O:17]. Starting materials: O=c1[nH]c(=O)n(C2CC(O)C(CO)O2)cc1OCc1ccccc1, Cc1cn(C2CC(O)C(CO)O2)c(=O)[nH]c1=O, CCO, [H][H]. The product is O=c1[nH]c(=O)n(C2CC(O)C(CO)O2)cc1COCc1ccccc1. As a reaction SMILES: [CH2:1]([c:2]1[cH:3][cH:4][cH:5][cH:6][cH:7]1)[O:8][c:9]1[c:10](=[O:11])[nH:12][c:13](=[O:14])[n:15]([CH:17]2[O:18][CH:19]([CH2:20][OH:21])[CH:22]([OH:23])[CH2:24]2)[cH:16]1.[CH3:27][c:28]1[cH:29][n:30]([CH:31]2[CH2:32][CH:33]([OH:34])[CH:35]([CH2:36][OH:37])[O:38]2)[c:39](=[O:40])[nH:41][c:42]1=[O:43].[CH3:44][CH2:45][OH:46].[H:25][H:26]>>[CH2:1]([c:2]1[cH:3][cH:4][cH:5][cH:6][cH:7]1)[O:8][CH2:27][c:28]1[cH:29][n:30]([CH:31]2[CH2:32][CH:33]([OH:34])[CH:35]([CH2:36][OH:37])[O:38]2)[c:39](=[O:40])[nH:41][c:42]1=[O:43]. Reactants: CC(=O)O, COc1ccc2cccc(CCNC(C)=O)c2c1, I, I, O, O=S(=O)(O)O. Reaction SMILES: [CH3:27][C:28](=[O:29])[OH:30].[CH3:6][O:7][c:8]1[cH:9][cH:10][c:11]2[cH:12][cH:13][cH:14][c:15]([CH2:18][CH2:19][NH:20][C:21]([CH3:22])=[O:23])[c:16]2[cH:17]1.[I:24].[IH:25].[OH2:26].[S:1](=[O:2])(=[O:3])([OH:4])[OH:5]>>[CH3:6][O:7][c:8]1[cH:9][cH:10][c:11]2[cH:12][c:13]([I:25])[cH:14][c:15]([CH2:18][CH2:19][NH:20][C:21]([CH3:22])=[O:23])[c:16]2[cH:17]1. Product: COc1ccc2cc(I)cc(CCNC(C)=O)c2c1. Starting materials: O=C([O-])[O-], O=C(O)CN(CCN(CC(=O)O)CC(=O)O)CC(=O)O, C1CCOC1, C[Zn+], [Cl-], Cc1cc(C)c(C#N)c(Cl)n1, [K+], [K+], c1ccc(P(c2ccccc2)(c2ccccc2)[Pd](P(c2ccccc2)(c2ccccc2)c2ccccc2)(P(c2ccccc2)(c2ccccc2)c2ccccc2)P(c2ccccc2)(c2ccccc2)c2ccccc2)cc1. Yields the product Cc1cc(C)c(C#N)c(C)n1. RXN SMILES: [C:35](=[O:36])([O-:37])[O-:38].[CH2:15]([N:16]([CH2:17][C:18]([OH:19])=[O:20])[CH2:21][C:22]([OH:23])=[O:24])[CH2:25][N:26]([CH2:27][C:28]([OH:29])=[O:30])[CH2:31][C:32]([OH:33])=[O:34].[CH2:41]1[O:42][CH2:43][CH2:44][CH2:45]1.[CH3:13][Zn+:14].[Cl-:12].[Cl:1][c:2]1[c:3]([C:4]#[N:5])[c:6]([CH3:11])[cH:7][c:8]([CH3:10])[n:9]1.[K+:39].[K+:40].[cH:46]1[cH:47][cH:48][c:49]([P:50]([Pd:51]([P:52]([c:53]2[cH:54][cH:55][cH:56][cH:57][cH:58]2)([c:59]2[cH:60][cH:61][cH:62][cH:63][cH:64]2)[c:65]2[cH:66][cH:67][cH:68][cH:69][cH:70]2)([P:71]([c:72]2[cH:73][cH:74][cH:75][cH:76][cH:77]2)([c:78]2[cH:79][cH:80][cH:81][cH:82][cH:83]2)[c:84]2[cH:85][cH:86][cH:87][cH:88][cH:89]2)[P:90]([c:91]2[cH:92][cH:93][cH:94][cH:95][cH:96]2)([c:97]2[cH:98][cH:99][cH:100][cH:101][cH:102]2)[c:103]2[cH:104][cH:105][cH:106][cH:107][cH:108]2)([c:109]2[cH:110][cH:111][cH:112][cH:113][cH:114]2)[c:115]2[cH:116][cH:117][cH:118][cH:119][cH:120]2)[cH:121][cH:122]1>>[c:2]1([CH3:15])[c:3]([C:4]#[N:5])[c:6]([CH3:11])[cH:7][c:8]([CH3:10])[n:9]1.